Dataset: the Open Reaction Database (ORD), a public repository of structured organic reaction records. Task: describe an organic reaction: reactants, conditions, products, and yield Starting materials: CC(C)OC(=O)/N=N/C(=O)OC(C)C (DIAD), C(C)N1C2=C(N(C(C3=C1N=CC(=C3)CCO)=O)C)C=CC=N2 (11-ethyl-5,11-dihydro-8-(2-hydroxyethyl)-5-methyl-6H-dipyrido[3,2-b:2′,3′-e][1,4]diazepin-6-one), OC1=C(C=C(C=C1)NC(OC(C)(C)C)=O)C (1,1-dimethylethyl N-(4-hydroxy-3-methylphenyl)carbamate), C1=CC=C(C=C1)P(C2=CC=CC=C2)C3=CC=CC=C3 (PPh3). Run in C1CCOC1 (THF), C1CCOC1 (THF). Run at temperature 25 celsius, time 1 hour. Yields the product C(C)N1C2=C(N(C(C3=C1N=CC(=C3)CCOC3=C(C=C(C=C3)NC(OC(C)(C)C)=O)C)=O)C)C=CC=N2 (1,1-Dimethylethyl N-{4-[2-(11-ethyl-6,11-dihydro-5-methyl-6-oxo-5H-dipyrido[3,2-b:2′,3′-e][1,4]diazepin-8-yl)ethoxy]-3-methylphenyl}carbamate). Yield: 45.2%. Reaction SMILES: CC(OC(/N=N/C(OC(C)C)=O)=O)C.[CH2:15]([N:17]1[C:23]2[N:24]=[CH:25][C:26]([CH2:28][CH2:29][OH:30])=[CH:27][C:22]=2[C:21](=[O:31])[N:20]([CH3:32])[C:19]2[CH:33]=[CH:34][CH:35]=[N:36][C:18]1=2)[CH3:16].O[C:38]1[CH:43]=[CH:42][C:41]([NH:44][C:45](=[O:51])[O:46][C:47]([CH3:50])([CH3:49])[CH3:48])=[CH:40][C:39]=1[CH3:52].C1C=CC(P(C2C=CC=CC=2)C2C=CC=CC=2)=CC=1>C1COCC1>[CH2:15]([N:17]1[C:23]2[N:24]=[CH:25][C:26]([CH2:28][CH2:29][O:30][C:38]3[CH:43]=[CH:42][C:41]([NH:44][C:45](=[O:51])[O:46][C:47]([CH3:48])([CH3:49])[CH3:50])=[CH:40][C:39]=3[CH3:52])=[CH:27][C:22]=2[C:21](=[O:31])[N:20]([CH3:32])[C:19]2[CH:33]=[CH:34][CH:35]=[N:36][C:18]1=2)[CH3:16]. Reported procedure: A solution of DIAD (258 μL, 1.31 mmol) in THF (4 mL) was added over 2 h to a solution of 11-ethyl-5,11-dihydro-8-(2-hydroxyethyl)-5-methyl-6H-dipyrido[3,2-b:2′,3′-e][1,4]diazepin-6-one (300 mg, 1.01 mmol), 1,1-dimethylethyl N-(4-hydroxy-3-methylphenyl)carbamate (225 mg, 1.01 mmol) and PPh3 (343 mg, 1.31 mmol) in THF (12 mL) at 25° C. The reaction mixture was stirred at 25° C. for 1 h. The mixture was concentrated under reduced pressure. The residue was purified by flash chromatography (Hexane:Et... The reactants are CCOC(=O)CP(=O)(OCC)OCC, CC#N, CC12CCC(OCC=O)CC1CCC1C2CCC2(C)C(c3ccoc3)CCC12O, [Cl-], [Li+], C1CCC2=NCCCN2CC1, O. Product: CCOC(=O)C=CCOC1CCC2(C)C(CCC3C2CCC2(C)C(c4ccoc4)CCC32O)C1. Reaction SMILES: [CH3:3][CH2:4][O:5][C:6](=[O:7])[CH2:8][P:9]([O:10][CH2:11][CH3:12])([O:13][CH2:14][CH3:15])=[O:16].[CH3:57][C:58]#[N:59].[CH:28](=[O:29])[CH2:30][O:31][CH:32]1[CH2:33][CH:34]2[CH2:35][CH2:36][CH:37]3[C:38]4([OH:56])[CH2:39][CH2:40][CH:41]([c:51]5[cH:52][o:53][cH:54][cH:55]5)[C:42]4([CH3:43])[CH2:44][CH2:45][CH:46]3[C:47]2([CH3:50])[CH2:48][CH2:49]1.[Cl-:2].[Li+:1].[N:17]12[CH2:18][CH2:19][CH2:20][N:21]=[C:22]1[CH2:23][CH2:24][CH2:25][CH2:26][CH2:27]2.[OH2:60]>>[CH3:3][CH2:4][O:5][C:6](=[O:7])[CH:8]=[CH:28][CH2:30][O:31][CH:32]1[CH2:33][CH:34]2[CH2:35][CH2:36][CH:37]3[C:38]4([OH:56])[CH2:39][CH2:40][CH:41]([c:51]5[cH:52][o:53][cH:54][cH:55]5)[C:42]4([CH3:43])[CH2:44][CH2:45][CH:46]3[C:47]2([CH3:50])[CH2:48][CH2:49]1. Reactants: BrBr (bromine), [OH-].[Na+] (sodium hydroxide), O(C1=CC=CC=C1)C1=C(C=CC=C1)NC(=S)N (1-(2-phenoxyphenyl)thiourea), resultant mixture, O (water). Solvent: C(Cl)(Cl)Cl (chloroform), C(Cl)(Cl)Cl (chloroform). Product: NC=1SC2=C(N1)C(=CC=C2)OC2=CC=CC=C2 (2-amino-4-phenoxybenzothiazole). Isolated yield 48.7%. As a reaction SMILES: [O:1]([C:8]1[CH:13]=[CH:12][CH:11]=[CH:10][C:9]=1[NH:14][C:15]([NH2:17])=[S:16])[C:2]1[CH:7]=[CH:6][CH:5]=[CH:4][CH:3]=1.BrBr.O.[OH-].[Na+]>C(Cl)(Cl)Cl>[NH2:17][C:15]1[S:16][C:10]2[CH:11]=[CH:12][CH:13]=[C:8]([O:1][C:2]3[CH:3]=[CH:4][CH:5]=[CH:6][CH:7]=3)[C:9]=2[N:14]=1 |f:3.4|. Procedure details: To a mixture of 1-(2-phenoxyphenyl)thiourea (53.4 g) in chloroform (100 ml) was added dropwise a solution of bromine (35.0 g) in chloroform (50 ml) with stirring under ice-cooling during 40 minutes. After refluxing for 1 hour and 40 minutes, the mixture was cooled to ambient temperature. To the resultant mixture was added water and then the mixture was alkalified with 5% sodium hydroxide aqueous solution. The chloroform layer was washed with water, dried over magnesium sulfate, concentrated unde... Starting materials: aldehyde, C(C)(=O)O[BH-](OC(C)=O)OC(C)=O.[Na+] (sodium triacetoxyborohydride), C(#N)C=1C=CC2=C(CN([C@@H](CN2)CC2=CC=CC=C2)C(CC2=CC=CC=C2)=O)C1 ((R)-7-cyano-2,3,4,5-tetrahydro-4-(phenylacetyl)-3-(phenylmethyl)-1H-1,4-benzodiazepine), C(#N)C=1C=CC2=C(CN([C@@H](CN2)CC2=CC=CC=C2)C(CC2=CC=CC=C2)=O)C1 ((R)-7-cyano-2,3,4,5-tetrahydro-4-(phenylacetyl)-3-(phenylmethyl)-1H-1,4-benzodiazepine), C(=O)C=1N=CNC1 (4-formylimidazole), C(C)(=O)O[BH-](OC(C)=O)OC(C)=O.[Na+] (sodium triacetoxyborohydride), ClC(C)Cl (dichloroethane). The solvent is C(Cl)(Cl)Cl (CHCl3), [NH4+].[OH-] (NH4OH), C(=O)(O)[O-].[Na+] (NaHCO3), CC(=O)O (AcOH). Conditions: time 16 hour. Product: Cl.C(#N)C=1C=CC2=C(CN([C@@H](CN2CC=2N=CNC2)CC2=CC=CC=C2)C(CC2=CC=CC=C2)=O)C1 ((R)-7-Cyano-2,3,4,5-tetrahydro-1-(1H-imidazol-4-ylmethyl)-4-(phenylacetyl)-3-(phenylmethyl)-1H-1,4-benzodiazepine, monohydrochloride). As a reaction SMILES: [C:1]([C:3]1[CH:4]=[CH:5][C:6]2[NH:12][CH2:11][C@@H:10]([CH2:13][C:14]3[CH:19]=[CH:18][CH:17]=[CH:16][CH:15]=3)[N:9]([C:20](=[O:28])[CH2:21][C:22]3[CH:27]=[CH:26][CH:25]=[CH:24][CH:23]=3)[CH2:8][C:7]=2[CH:29]=1)#[N:2].[CH:30]([C:32]1[N:33]=[CH:34][NH:35][CH:36]=1)=O.C(O[BH-](OC(=O)C)OC(=O)C)(=O)C.[Na+].[Cl:51]C(Cl)C>CC(O)=O.C(Cl)(Cl)Cl.[NH4+].[OH-].C([O-])(O)=O.[Na+]>[ClH:51].[C:1]([C:3]1[CH:4]=[CH:5][C:6]2[N:12]([CH2:30][C:32]3[N:33]=[CH:34][NH:35][CH:36]=3)[CH2:11][C@@H:10]([CH2:13][C:14]3[CH:19]=[CH:18][CH:17]=[CH:16][CH:15]=3)[N:9]([C:20](=[O:28])[CH2:21][C:22]3[CH:27]=[CH:26][CH:25]=[CH:24][CH:23]=3)[CH2:8][C:7]=2[CH:29]=1)#[N:2] |f:2.3,7.8,9.10,11.12|. Procedure details: To a refluxing solution of (R)-7-cyano-2,3,4,5-tetrahydro-4-(phenylacetyl)-3-(phenylmethyl)-1H-1,4-benzodiazepine (prepared from Compound C of Example 248 by EDC/HOAt coupling with phenylacetic acid, 0.100 g, 0.26 mmol) and 4-formylimidazole (0.025 g, 0.26 mmol) in AcOH (0.3 mL) and dichloroethane (0.5 mL) with 3 A sieves was added sodium triacetoxyborohydride (0.055 g, 0.26 mmol). The mixture was stirred 16 hr, and then for 3 days, with additional aldehyde and sodium triacetoxyborohydride (3×1 ... Starting materials: CCOC(=O)c1ccc2cc(O)ccc2n1, C1CCOC1, CN1CCCC1CCO, Cc1ccccc1. The product is CCOC(=O)c1ccc2cc(OCCC3CCCN3C)ccc2n1. Reaction SMILES: [CH2:1]([CH3:2])[O:3][C:4](=[O:5])[c:6]1[n:7][c:8]2[cH:9][cH:10][c:11]([OH:16])[cH:12][c:13]2[cH:14][cH:15]1.[CH2:33]1[O:34][CH2:35][CH2:36][CH2:37]1.[CH3:17][N:18]1[CH:19]([CH2:23][CH2:24][OH:25])[CH2:20][CH2:21][CH2:22]1.[CH3:26][c:27]1[cH:28][cH:29][cH:30][cH:31][cH:32]1>>[CH2:1]([CH3:2])[O:3][C:4](=[O:5])[c:6]1[n:7][c:8]2[cH:9][cH:10][c:11]([O:16][CH2:24][CH2:23][CH:19]3[N:18]([CH3:17])[CH2:22][CH2:21][CH2:20]3)[cH:12][c:13]2[cH:14][cH:15]1. Starting materials: C(#N)C1(CCN(CC1)N(C)C)N(N(C)C)C(CC1=C(C=C(C=C1C)C)C)=O ((2,4,6-Trimethyl-phenyl)-acetic acid N-(4-cyano-1-dimethylamino-piperidin-4-yl)-N′,N′-dimethyl-hydrazide), CO (methanol), S(O)(O)(=O)=O (sulfuric acid). The product is COC(=O)C1(CCN(CC1)N(C)C)N(N(C)C)C(CC1=C(C=C(C=C1C)C)C)=O (1-Dimethylamino-4-{N′,N′-dimethyl-N-[2-(2,4,6-trimethyl-phenyl)-acetyl]-hydrazino}-piperidine-4-carboxylic acid methyl ester). Reaction SMILES: [C:1]([C:3]1([N:12]([C:16](=[O:27])[CH2:17][C:18]2[C:23]([CH3:24])=[CH:22][C:21]([CH3:25])=[CH:20][C:19]=2[CH3:26])[N:13]([CH3:15])[CH3:14])[CH2:8][CH2:7][N:6]([N:9]([CH3:11])[CH3:10])[CH2:5][CH2:4]1)#N.S(=O)(=O)(O)[OH:29].[CH3:33][OH:34]>>[CH3:33][O:34][C:1]([C:3]1([N:12]([C:16](=[O:27])[CH2:17][C:18]2[C:23]([CH3:24])=[CH:22][C:21]([CH3:25])=[CH:20][C:19]=2[CH3:26])[N:13]([CH3:15])[CH3:14])[CH2:8][CH2:7][N:6]([N:9]([CH3:11])[CH3:10])[CH2:5][CH2:4]1)=[O:29]. Procedure: 2.2 g (2,4,6-Trimethyl-phenyl)-acetic acid N-(4-cyano-1-dimethylamino-piperidin-4-yl)-N′,N′-dimethyl-hydrazide (from Step 3) is dissolved in 35 ml methanol and 8.7 g concentrated sulfuric acid is added dropwise. The mixture is heated to reflux for 18 hours, then cooled to room temperature, most of the solvent evaporated, then poured on ice, the pH adjusted to 7 by the addition of aqueous sodium hydroxide, and made alkaline by the addition of aqueous sodium bicarbonate. The mixture is then extrac...